Task: describe an organic reaction: reactants, conditions, products, and yield. Dataset: the Open Reaction Database (ORD), a public repository of structured organic reaction records Starting materials: C(C(C)C)N([C@@H](CCCCN)C(=O)O)S(=O)(=O)C1=CC=C(C=C1)C (Nα-isobutyl-Nα-(4-methylbenzenesulfonyl)-L-lysine), OC1=CC=C(/C=C/C(=O)O)C=C1 (trans-4-hydroxycinnamic acid). Product: C(C(C)C)N([C@@H](CCCCNC(\C=C\C1=CC=C(C=C1)O)=O)C(=O)O)S(=O)(=O)C1=CC=C(C=C1)C (Nα-Isobutyl-Nα-(4-methylbenzenesulfonyl)-Nε-(trans-4-hydroxycinnamoyl)-L-lysine). The yield is 45.0%. As a reaction SMILES: [CH2:1]([N:5]([S:15]([C:18]1[CH:23]=[CH:22][C:21]([CH3:24])=[CH:20][CH:19]=1)(=[O:17])=[O:16])[C@H:6]([C:12]([OH:14])=[O:13])[CH2:7][CH2:8][CH2:9][CH2:10][NH2:11])[CH:2]([CH3:4])[CH3:3].[OH:25][C:26]1[CH:36]=[CH:35][C:29](/[CH:30]=[CH:31]/[C:32](O)=[O:33])=[CH:28][CH:27]=1>>[CH2:1]([N:5]([S:15]([C:18]1[CH:23]=[CH:22][C:21]([CH3:24])=[CH:20][CH:19]=1)(=[O:17])=[O:16])[C@H:6]([C:12]([OH:14])=[O:13])[CH2:7][CH2:8][CH2:9][CH2:10][NH:11][C:32](=[O:33])/[CH:31]=[CH:30]/[C:29]1[CH:35]=[CH:36][C:26]([OH:25])=[CH:27][CH:28]=1)[CH:2]([CH3:3])[CH3:4]. Procedure: Nα-isobutyl-Nα-(4-methylbenzenesulfonyl)-L-lysine was reacted with trans-4-hydroxycinnamic acid under the conditions described in example 86 to yield 45% of the desired product. Reactants: ester, ClC(=O)OCC (ethyl chloroformate), C1=CC(=CC=C1[N+](=O)[O-])O (p-Nitrophenol), C(Cl)(Cl)Cl (chloroform), C(C=C)C1(C(NC(NC1=O)=O)=O)C(C)(C)C(=O)O (5-allyl-5-(1-carboxyisopropyl)barbituric acid). The solvent is C(C)N(CC)CC (triethylamine), ClCCl (dichloromethane). Reaction conditions: time 5 hour. The product is C(C=C)C1(C(NC(NC1=O)=O)=O)C(C)(C)C(=O)OC1=CC=C(C=C1)[N+](=O)[O-] (5-Allyl-5-(1-p-nitrophenyloxycarbonyl-isopropyl)barbituric acid). Reaction SMILES: ClC(OCC)=O.C(Cl)(Cl)Cl.[CH2:11]([C:14]1([C:23]([C:26]([OH:28])=[O:27])([CH3:25])[CH3:24])[C:19](=[O:20])[NH:18][C:17](=[O:21])[NH:16][C:15]1=[O:22])[CH:12]=[CH2:13].[CH:29]1[C:34]([N+:35]([O-:37])=[O:36])=[CH:33][CH:32]=[C:31](O)[CH:30]=1>ClCCl.C(N(CC)CC)C>[CH2:11]([C:14]1([C:23]([C:26]([O:28][C:31]2[CH:30]=[CH:29][C:34]([N+:35]([O-:37])=[O:36])=[CH:33][CH:32]=2)=[O:27])([CH3:24])[CH3:25])[C:19](=[O:20])[NH:18][C:17](=[O:21])[NH:16][C:15]1=[O:22])[CH:12]=[CH2:13]. Procedure: A solution of 2.19 g. of ethyl chloroformate in 90 ml. of chloroform was added to a solution of 5.08 g. of "allonalcarboxylic acid" [5-allyl-5-(1-carboxyisopropyl)barbituric acid] and 2.02 g. of triethylamine in 100 ml. of dichloromethane, cooled to 0°-5°, and the mixture was stirred at room temperature for 5 hours. p-Nitrophenol (3.06 g.) was added and the mixture was stirred at room temperature for 14 hours. The reaction mixture was washed with saturated sodium carbonate solution (3 × 25 ml.),... Reactants: N[C@]1(C[C@@H](CC1)C1=CC=C(C=C1)C#CCCCC1=CC=CC=C1)CO (((1R,3R)-1-amino-3-(4-(5-phenylpent-1-ynyl)phenyl)cyclopentyl)methanol), C(=O)O (formic acid). Run at temperature 80 celsius. Product: N[C@]1(C[C@@H](CC1)C1=CC=C(C=C1)C(CCCCC1=CC=CC=C1)=O)CO (1-(4-((1R,3R)-3-amino-3-(hydroxymethyl)cyclopentyl)phenyl)-5-phenylpentan-1-one), C(C)(=O)O (Acetic Acid). The yield is 28.8%. Reaction SMILES: [NH2:1][C@:2]1([CH2:24][OH:25])[CH2:6][CH2:5][C@@H:4]([C:7]2[CH:12]=[CH:11][C:10]([C:13]#[C:14][CH2:15][CH2:16][CH2:17][C:18]3[CH:23]=[CH:22][CH:21]=[CH:20][CH:19]=3)=[CH:9][CH:8]=2)[CH2:3]1.[CH:26]([OH:28])=[O:27]>>[NH2:1][C@:2]1([CH2:24][OH:25])[CH2:6][CH2:5][C@@H:4]([C:7]2[CH:12]=[CH:11][C:10]([C:13](=[O:27])[CH2:14][CH2:15][CH2:16][CH2:17][C:18]3[CH:19]=[CH:20][CH:21]=[CH:22][CH:23]=3)=[CH:9][CH:8]=2)[CH2:3]1.[C:26]([OH:28])(=[O:27])[CH3:2]. Procedure: ((1R,3R)-1-amino-3-(4-(5-phenylpent-1-ynyl)phenyl)cyclopentyl)methanol (900 mg, 2.70 mmol) was dissolved in formic acid (20 mL) and heated to about 80° C. After 4 h the reaction mixture was cooled to room temperature, concentrated in vacuo, diluted with water (10 mL) and reheated to about 80° C. After 4 h the reaction mixture was purified by RP HPLC. Concentration of the fractions containing the desired product provided 1-(4-((1R,3R)-3-amino-3-(hydroxymethyl)cyclopentyl)phenyl)-5-phenylpentan-1-... RXN SMILES: [CH3:1][S:2]([C:5]1[CH:10]=[CH:9][C:8]([N:11]2[CH2:16][CH2:15][C:14](=O)[CH2:13][CH2:12]2)=[CH:7][CH:6]=1)(=[O:4])=[O:3].[NH:18]1[CH2:22][CH2:21][CH2:20][CH2:19]1.C1(C)C=CC(S(O)(=O)=O)=CC=1.C1C=CC=CC=1>O>[CH3:1][S:2]([C:5]1[CH:10]=[CH:9][C:8]([N:11]2[CH2:16][CH:15]=[C:14]([N:18]3[CH2:22][CH2:21][CH2:20][CH2:19]3)[CH2:13][CH2:12]2)=[CH:7][CH:6]=1)(=[O:4])=[O:3]. Procedure details: A solution of 24 g (0.0947 mol) of the compound of (b), 12 ml (10.2 g/0.143 mol) of pyrrolidine, 240 mg of p-toluenesulfonic acid and 150 ml of benzene is heated at reflux with the azeotropic removel of water for 6 hours. After cooling the resulting precipitate is collected and triturated with ethyl ether to afford 22.5 g (78%) of title compound: m.p. 141°-143° C.; IR (KBr) 1650, 1580, 1300, and 1130 cm-1 ; NMR (CDCl3)δ 7.75 (d, 2H), 6.85 (d, 2H), 4.30-4.10 (m, 1H), 3.95-3.45 (m, 4H), 3.25-2.85 ... Product: CS(=O)(=O)C1=CC=C(C=C1)N1CCC(=CC1)N1CCCC1 (1,2,3,6-Tetrahydro-1-[4-(methylsulfonyl)phenyl]-4-(1-pyrrolidinyl)pyridine). Yield: 78.0%. Reactants: compound, CS(=O)(=O)C1=CC=C(C=C1)N1CCC(CC1)=O (1-[4-(Methylsulfonyl)phenyl]-4-piperidinone), N1CCCC1 (pyrrolidine), C1(=CC=C(C=C1)S(=O)(=O)O)C (p-toluenesulfonic acid), C1=CC=CC=C1 (benzene). The solvent is O (water). The reactants are C1CCOC1, CCCCCC(OC(C)=O)c1ccc(C2C(O)CC(Cl)C2CC=CCCCC(=O)OC)cc1, CC(C)OC(=O)N=NC(=O)OC(C)C, O=C(O)c1ccc([N+](=O)[O-])cc1, c1ccc(P(c2ccccc2)c2ccccc2)cc1. Product: CCCCCC(OC(C)=O)c1ccc(C2C(OC(=O)c3ccc([N+](=O)[O-])cc3)CC(Cl)C2CC=CCCCC(=O)OC)cc1. Reaction SMILES: [CH2:79]1[O:80][CH2:81][CH2:82][CH2:83]1.[CH3:46][O:47][C:48]([CH2:49][CH2:50][CH2:51][CH:52]=[CH:53][CH2:54][CH:55]1[CH:56]([c:62]2[cH:63][cH:64][c:65]([CH:68]([CH2:69][CH2:70][CH2:71][CH2:72][CH3:73])[O:74][C:75]([CH3:76])=[O:77])[cH:66][cH:67]2)[CH:57]([OH:61])[CH2:58][CH:59]1[Cl:60])=[O:78].[O:1]=[C:2]([O:3][CH:4]([CH3:5])[CH3:6])[N:7]=[N:8][C:9]([O:10][CH:11]([CH3:12])[CH3:13])=[O:14].[OH:34][C:35](=[O:36])[c:37]1[cH:38][cH:39][c:40]([N+:43]([O-:44])=[O:45])[cH:41][cH:42]1.[c:15]1([P:16]([c:17]2[cH:18][cH:19][cH:20][cH:21][cH:22]2)[c:23]2[cH:24][cH:25][cH:26][cH:27][cH:28]2)[cH:29][cH:30][cH:31][cH:32][cH:33]1>>[O:34]=[C:35]([O:36][CH:57]1[CH:56]([c:62]2[cH:63][cH:64][c:65]([CH:68]([CH2:69][CH2:70][CH2:71][CH2:72][CH3:73])[O:74][C:75]([CH3:76])=[O:77])[cH:66][cH:67]2)[CH:55]([CH2:54][CH:53]=[CH:52][CH2:51][CH2:50][CH2:49][C:48]([O:47][CH3:46])=[O:78])[CH:59]([Cl:60])[CH2:58]1)[c:37]1[cH:38][cH:39][c:40]([N+:43]([O-:44])=[O:45])[cH:41][cH:42]1.